This data is from the Open Reaction Database (ORD), a public repository of structured organic reaction records. The task is: describe an organic reaction: reactants, conditions, products, and yield The reactants are CCO, CO, Cl, Fc1cnccc1CCCNn1ccc2cc(OCc3ccccc3)ccc21, [H][H]. Yields the product Cl, Oc1ccc2c(ccn2NCCCc2ccncc2F)c1. Reaction SMILES: [CH3:32][CH2:33][OH:34].[CH3:35][OH:36].[ClH:31].[F:1][c:2]1[cH:3][n:4][cH:5][cH:6][c:7]1[CH2:8][CH2:9][CH2:10][NH:11][n:12]1[cH:13][cH:14][c:15]2[cH:16][c:17]([O:21][CH2:22][c:23]3[cH:24][cH:25][cH:26][cH:27][cH:28]3)[cH:18][cH:19][c:20]12.[H:29][H:30]>>[ClH:31].[F:1][c:2]1[cH:3][n:4][cH:5][cH:6][c:7]1[CH2:8][CH2:9][CH2:10][NH:11][n:12]1[cH:13][cH:14][c:15]2[cH:16][c:17]([OH:21])[cH:18][cH:19][c:20]12.